Dataset: the Open Reaction Database (ORD), a public repository of structured organic reaction records. Task: describe an organic reaction: reactants, conditions, products, and yield Reactants: C1(=CC(=CC=C1)C=O)C1=CC=CC=C1 (3-biphenylcarboxaldehyde), N.CO (NH3 MeOH). The solvent is CO (methanol). Run at temperature 60 celsius, time 8 hour. Product: C1(=CC=CC=C1)C=1C=C(CN)C=CC1 (3-(phenyl)benzyl amine). RXN SMILES: [C:1]1([C:9]2[CH:14]=[CH:13][CH:12]=[CH:11][CH:10]=2)[CH:6]=[CH:5][CH:4]=[C:3]([CH:7]=O)[CH:2]=1.[NH3:15].CO>CO>[C:9]1([C:1]2[CH:2]=[C:3]([CH:4]=[CH:5][CH:6]=2)[CH2:7][NH2:15])[CH:14]=[CH:13][CH:12]=[CH:11][CH:10]=1 |f:1.2|. Procedure: To a solution of 3-biphenylcarboxaldehyde (0.011 eq.) in 30 mL of methanol was added 10 eq. of 7N NH3/MeOH and NaCNBH4 (2 eq.). A yellow gum precipitated from solution. The solution was then heated at 60° C. until gum dissolved and the solution was stirred at room temperature overnight. The reaction mixture was then concentrated and the resulting residue diluted with ice water and ethyl acetate. The organic layer was then washed with brine and extracted with 5N HCl. The pH of the aqueous layer w...